From a dataset of the Open Reaction Database (ORD), a public repository of structured organic reaction records. describe an organic reaction: reactants, conditions, products, and yield Starting materials: C1CCOC1, CO, COC(=O)c1ccc2c(c1)CCCC2=O. Yields the product COC(=O)c1ccc2c(c1)CCCC2O. As a reaction SMILES: [CH2:18]1[O:19][CH2:20][CH2:21][CH2:22]1.[CH3:16][OH:17].[CH3:1][O:2][C:3](=[O:4])[c:5]1[cH:6][c:7]2[c:12]([cH:13][cH:14]1)[C:11](=[O:15])[CH2:10][CH2:9][CH2:8]2>>[CH3:1][O:2][C:3](=[O:4])[c:5]1[cH:6][c:7]2[c:12]([cH:13][cH:14]1)[CH:11]([OH:15])[CH2:10][CH2:9][CH2:8]2. Reactants: C(C1=CC=CC=C1)[C@H]1N(CC[C@@H](C1)N(C(C(F)(F)F)=O)CC1=CC=NC2=CC=CC=C12)C(NC1=CC=CC=C1)=O ((2R*,4S*)-2-benzyl-1-(phenylcarbamoyl)-N-(4-quinolylmethyl)-N-trifluoroacetyl-4-piperidinamine), [BH4-].[Na+] (sodium borohydride). Yields the product C(C1=CC=CC=C1)[C@H]1N(CC[C@@H](C1)NCC1=CC=NC2=CC=CC=C12)C(NC1=CC=CC=C1)=O ((2R*,4S*)-2-benzyl-1-(phenylcarbamoyl)-N-(4-quinolylmethyl)-4-piperidinamine). RXN SMILES: [CH2:1]([C@@H:8]1[CH2:13][C@@H:12]([N:14]([CH2:21][C:22]2[C:31]3[C:26](=[CH:27][CH:28]=[CH:29][CH:30]=3)[N:25]=[CH:24][CH:23]=2)C(=O)C(F)(F)F)[CH2:11][CH2:10][N:9]1[C:32](=[O:40])[NH:33][C:34]1[CH:39]=[CH:38][CH:37]=[CH:36][CH:35]=1)[C:2]1[CH:7]=[CH:6][CH:5]=[CH:4][CH:3]=1.[BH4-].[Na+]>>[CH2:1]([C@@H:8]1[CH2:13][C@@H:12]([NH:14][CH2:21][C:22]2[C:31]3[C:26](=[CH:27][CH:28]=[CH:29][CH:30]=3)[N:25]=[CH:24][CH:23]=2)[CH2:11][CH2:10][N:9]1[C:32](=[O:40])[NH:33][C:34]1[CH:39]=[CH:38][CH:37]=[CH:36][CH:35]=1)[C:2]1[CH:7]=[CH:6][CH:5]=[CH:4][CH:3]=1 |f:1.2|. Procedure: 210 mg (0.384 mmol) of (2R*,4S*)-2-benzyl-1-(phenylcarbamoyl)-N-(4-quinolylmethyl)-N-trifluoroacetyl-4-piperidinamine are reacted with 58 mg (1.54 mmol) of sodium borohydride in analogy to Example 2. The title compound ##STR42## is obtained as white foam. TLC: methylene chloride/methanol/conc. ammonia (1000:50:1) Rf =0.33, FD-MS: M+ =450. Reactants: C(C)(=O)NNC(C1=CC=CC=C1)=O (1-acetyl-2-benzoylhydrazine), TEA, C15H14N2O3, benzoylhydrazide, COC1=CC=C(C(=O)Cl)C=C1 (4-methoxybenzoylchloride). Product: C(C1=CC=CC=C1)(=O)NNC(C1=CC=C(C=C1)OC)=O (1-Benzoyl-2-(4-methoxybenzoyl)hydrazine). As a reaction SMILES: [C:1]([NH:4][NH:5][C:6](=[O:13])[C:7]1[CH:12]=[CH:11][CH:10]=[CH:9][CH:8]=1)(=[O:3])[CH3:2].[CH3:14][O:15][C:16]1[CH:24]=[CH:23]C(C(Cl)=O)=[CH:18][CH:17]=1>>[C:6]([NH:5][NH:4][C:1](=[O:3])[C:2]1[CH:23]=[CH:24][C:16]([O:15][CH3:14])=[CH:17][CH:18]=1)(=[O:13])[C:7]1[CH:12]=[CH:11][CH:10]=[CH:9][CH:8]=1. Procedure details: Synthesis and isolation were same as 1-acetyl-2-benzoylhydrazine, using 1.5 g (11.2 mmol) of benzoylhydrazide, 1.9 g (11.1 mmol) of 4-methoxybenzoylchloride and 1.1 g of TEA. Yield was 2.9 g (97%). 1H NMR (200 MHz, d6-DMSO) δ 5.13 (s, 3H), 8.36 (d, 2H), 8.86 (m, 3H), 9.23 (d, 4H) 11.72 (d, 2H); MS (EI, m/e, relative intensity %) calcd for C15H14N2O3 270, found 270 (M+, 5.1); mp 201-202° C. Reactants: N1CCC(CC1)C1=CN(C2=CC=CC=C12)CCC1=NC=CC=C1 (3-piperidin-4-yl-1-(2-pyridin-2-yl-ethyl)-1H-indole), COC(C1=CC(=CC=C1)CBr)=O (3-bromomethyl-benzoic acid methyl ester). Yields the product N1=C(C=CC=C1)CCN1C=C(C2=CC=CC=C12)C1CCN(CC1)CC=1C=C(C(=O)O)C=CC1 (3-{4-[1-(2-pyridin-2-yl-ethyl)-1H-indol-3-yl]-piperidin-1-ylmethyl}-benzoic acid). Reaction SMILES: [NH:1]1[CH2:6][CH2:5][CH:4]([C:7]2[C:15]3[C:10](=[CH:11][CH:12]=[CH:13][CH:14]=3)[N:9]([CH2:16][CH2:17][C:18]3[CH:23]=[CH:22][CH:21]=[CH:20][N:19]=3)[CH:8]=2)[CH2:3][CH2:2]1.C[O:25][C:26](=[O:35])[C:27]1[CH:32]=[CH:31][CH:30]=[C:29]([CH2:33]Br)[CH:28]=1>>[N:19]1[CH:20]=[CH:21][CH:22]=[CH:23][C:18]=1[CH2:17][CH2:16][N:9]1[C:10]2[C:15](=[CH:14][CH:13]=[CH:12][CH:11]=2)[C:7]([CH:4]2[CH2:5][CH2:6][N:1]([CH2:33][C:29]3[CH:28]=[C:27]([CH:32]=[CH:31][CH:30]=3)[C:26]([OH:35])=[O:25])[CH2:2][CH2:3]2)=[CH:8]1. Reported procedure: This compound was prepared following the procedure described in example 13 (part D) starting with 3.4 g (11 mmol) of 3-piperidin-4-yl-1-(2-pyridin-2-yl-ethyl)-1H-indole and 2.7 g (11.5 mmol) of 3-bromomethyl-benzoic acid methyl ester. After standard work-up and recrystallisation with dichloromethane/methanol, 1.4 g (29% of yield) of the expected acid were obtained. Starting materials: C(C)(C)(C)OC(=O)N1CCC(CC1)(C1=CC=CC=C1)OC (4-Methoxy-4-phenyl-piperidine-1-carboxylic acid tert-butyl ester). Product: COC1(CCNCC1)C1=CC=CC=C1 (4-Methoxy-4-phenyl-piperidine). The solvent is Cl (hydrogen chloride), O1CCOCC1 (dioxane). Procedure details: 4-Methoxy-4-phenyl-piperidine-1-carboxylic acid tert-butyl ester (0.35 g) was dissolved in a solution of hydrogen chloride in dioxane (4 N, 3 mL). The mixture was stirred for 1 hour and the solvent removed by evaporation under vacuum. The solid was triturated from ether to afford the title compound as a white solid (0.25 g). LCMS m/z 192.2[M+H]+. R.T.=1.96 min (Analytical Method 4). RXN SMILES: C(OC([N:8]1[CH2:13][CH2:12][C:11]([O:20][CH3:21])([C:14]2[CH:19]=[CH:18][CH:17]=[CH:16][CH:15]=2)[CH2:10][CH2:9]1)=O)(C)(C)C>Cl.O1CCOCC1>[CH3:21][O:20][C:11]1([C:14]2[CH:19]=[CH:18][CH:17]=[CH:16][CH:15]=2)[CH2:10][CH2:9][NH:8][CH2:13][CH2:12]1. Conditions: time 1 hour. Yield: 108.8%. Starting materials: BrC1=CC=C(C=C1)N1N=C2C=C(C(=CC2=C1C#N)C1CC1)[N+](=O)[O-] (2-(4-bromophenyl)-5-cyclopropyl-6-nitro-2H-indazole-3-carbonitrile), C(C)O (ethanol), [OH-].[Na+] (NaOH). Run in O (water). Run at temperature 90 celsius. The product is BrC1=CC=C(C=C1)N1N=C2C=C(C(=CC2=C1C(=O)O)C1CC1)[N+](=O)[O-] (2-(4-bromophenyl)-5-cyclopropyl-6-nitro-2H-indazole-3-carboxylic acid). Yield: 63.0%. As a reaction SMILES: [Br:1][C:2]1[CH:7]=[CH:6][C:5]([N:8]2C(C#N)=[C:15]3[C:10]([CH:11]=[C:12]([N+:22]([O-:24])=[O:23])[C:13]([CH:19]4[CH2:21][CH2:20]4)=[CH:14]3)=[N:9]2)=[CH:4][CH:3]=1.[OH-:25].[Na+].[CH2:27]([OH:29])[CH3:28]>O>[Br:1][C:2]1[CH:7]=[CH:6][C:5]([N:8]2[C:28]([C:27]([OH:25])=[O:29])=[C:15]3[C:10]([CH:11]=[C:12]([N+:22]([O-:24])=[O:23])[C:13]([CH:19]4[CH2:21][CH2:20]4)=[CH:14]3)=[N:9]2)=[CH:4][CH:3]=1 |f:1.2|. Procedure details: To a stirred suspension of compound (vi) (3.3 g, 8.6 mmol) in ethanol (35 mL) was added aqueous NaOH (3.44 g, 86 mmol) and the reaction mixture was heated to 90° C. and maintained for 15 h when TLC and LCMS showed the absence of SM and formation of product. Concentration of the solvent gave a crude residue which was dissolved in water and filtered. The filtrate was acidified with dilute HCl at which time the product precipitated and was filtered to give the crude product which was purified by ac...